Dataset: the Open Reaction Database (ORD), a public repository of structured organic reaction records. Task: describe an organic reaction: reactants, conditions, products, and yield Reactants: CC#N, Cc1sc(N2CCOCC2)nc1CCl, c1ccc(P(c2ccccc2)c2ccccc2)cc1. The product is [Cl-], Cc1sc(N2CCOCC2)nc1[P+](c1ccccc1)(c1ccccc1)c1ccccc1. As a reaction SMILES: [CH3:34][C:35]#[N:36].[Cl:1][CH2:2][c:3]1[n:4][c:5]([N:9]2[CH2:10][CH2:11][O:12][CH2:13][CH2:14]2)[s:6][c:7]1[CH3:8].[c:15]1([P:21]([c:22]2[cH:23][cH:24][cH:25][cH:26][cH:27]2)[c:28]2[cH:29][cH:30][cH:31][cH:32][cH:33]2)[cH:16][cH:17][cH:18][cH:19][cH:20]1>>[Cl-:1].[c:3]1([P+:21]([c:15]2[cH:16][cH:17][cH:18][cH:19][cH:20]2)([c:22]2[cH:23][cH:24][cH:25][cH:26][cH:27]2)[c:28]2[cH:29][cH:30][cH:31][cH:32][cH:33]2)[n:4][c:5]([N:9]2[CH2:10][CH2:11][O:12][CH2:13][CH2:14]2)[s:6][c:7]1[CH3:8]. Starting materials: [Br-], FCCBr, CCCC[N+](CCCC)(CCCC)CCCC, CC(C)Oc1cc(-n2ncc(=O)[nH]c2=O)c(Cl)cc1Cl, [H-], [K+], [Na+], C1CCOC1, [OH-]. Yields the product CC(C)Oc1cc(-n2ncc(=O)n(CCF)c2=O)c(Cl)cc1Cl. As a reaction SMILES: [Br-:34].[Br:25][CH2:26][CH2:27][F:28].[CH3:35][CH2:36][CH2:37][CH2:38][N+:39]([CH2:40][CH2:41][CH2:42][CH3:43])([CH2:44][CH2:45][CH2:46][CH3:47])[CH2:48][CH2:49][CH2:50][CH3:51].[Cl:3][c:4]1[c:5](-[n:15]2[n:16][cH:17][c:18](=[O:22])[nH:19][c:20]2=[O:21])[cH:6][c:7]([O:11][CH:12]([CH3:13])[CH3:14])[c:8]([Cl:10])[cH:9]1.[H-:1].[K+:24].[Na+:2].[O:29]1[CH2:30][CH2:31][CH2:32][CH2:33]1.[OH-:23]>>[Cl:3][c:4]1[c:5](-[n:15]2[n:16][cH:17][c:18](=[O:22])[n:19]([CH2:26][CH2:27][F:28])[c:20]2=[O:21])[cH:6][c:7]([O:11][CH:12]([CH3:13])[CH3:14])[c:8]([Cl:10])[cH:9]1. RXN SMILES: [Br:31][CH2:32][Br:33].[C:1](=[O:2])([O-:3])[O-:4].[CH3:34][N:35]([CH3:36])[CH:37]=[O:38].[CH3:7][O:8][C:9]([c:10]1[cH:11][c:12]([NH:17][S:18](=[O:19])(=[O:20])[c:21]2[c:22]([O:28][CH3:29])[cH:23][cH:24][c:25]([Cl:27])[cH:26]2)[c:13]([OH:16])[cH:14][cH:15]1)=[O:30].[K+:5].[K+:6]>>[CH2:1]1[O:16][c:13]2[c:12]([cH:11][c:10]([C:9]([O:8][CH3:7])=[O:30])[cH:15][cH:14]2)[N:17]1[S:18](=[O:19])(=[O:20])[c:21]1[c:22]([O:28][CH3:29])[cH:23][cH:24][c:25]([Cl:27])[cH:26]1. Starting materials: BrCBr, O=C([O-])[O-], CN(C)C=O, COC(=O)c1ccc(O)c(NS(=O)(=O)c2cc(Cl)ccc2OC)c1, [K+], [K+]. Product: COC(=O)c1ccc2c(c1)N(S(=O)(=O)c1cc(Cl)ccc1OC)CO2. The reactants are cuprous iodide, C[Li] (methyllithium), [Cl-].[NH4+] (ammonium chloride), ClC12CCC=CC2CC1=NO (6-chlorobicyclo[4.2.0]oct-2-en-7-one oxime). The solvent is C(C)OCC (diethylether), CCOCC (ether), CCOCC (ether). Conditions: temperature 0 celsius, time 20 minute. The product is CC=CCCCC(C)=NO (oct-2-en-7-one oxime). Reaction SMILES: C[Li].Cl[C:4]12[C:11](=[N:12][OH:13])[CH2:10][CH:9]1[CH:8]=[CH:7][CH2:6][CH2:5]2.[Cl-].[NH4+]>C(OCC)C>[CH3:5][CH:6]=[CH:7][CH2:8][CH2:9][CH2:10][C:11](=[N:12][OH:13])[CH3:4] |f:2.3|. Procedure: To a slurry of 6.3 g of cuprous iodide in 70 ml of diethylether at 0° C. was added 44 ml of 1.5M methyllithium in ether over 15 minutes. The resulting solution was stirred for 20 minutes at 0° C., then cooled to -78° C. A solution of 6-chlorobicyclo[4.2.0]oct-2-en-7-one oxime, prepared as shown in Preparation 18, in ether was added and the mixture stirred at -78° C. to -60° C. for 30 minutes. Saturated ammonium chloride solution (10 ml) was slowly added and the mixture filtered. The filtrate was... The reactants are CCO, Cc1cccc(Nc2c(C#N)cnc3ccc([N+](=O)[O-])cc23)c1, NN. The product is Cc1cccc(Nc2c(C#N)cnc3ccc(N)cc23)c1. Reaction SMILES: [CH3:26][CH2:27][OH:28].[N+:1]([O-:2])(=[O:3])[c:4]1[cH:5][c:6]2[c:7]([NH:16][c:17]3[cH:18][c:19]([CH3:23])[cH:20][cH:21][cH:22]3)[c:8]([C:14]#[N:15])[cH:9][n:10][c:11]2[cH:12][cH:13]1.[NH2:24][NH2:25]>>[NH2:1][c:4]1[cH:5][c:6]2[c:7]([NH:16][c:17]3[cH:18][c:19]([CH3:23])[cH:20][cH:21][cH:22]3)[c:8]([C:14]#[N:15])[cH:9][n:10][c:11]2[cH:12][cH:13]1. Starting materials: ClC=1C=C(C(C)(C)NC=O)C=C(C1)Cl (N-(3,5-dichloro,α,α-dimethylbenzyl)formamide), Cl (hydrochloric acid), [OH-].[Na+] (sodium hydroxide). Product: ClC=1C=C(C(C)(C)N)C=C(C1)Cl (3,5-dichloro-α,α-dimethylbenzylamine). Isolated yield 98.0%. Reaction SMILES: [Cl:1][C:2]1[CH:3]=[C:4]([CH:11]=[C:12]([Cl:14])[CH:13]=1)[C:5]([NH:8]C=O)([CH3:7])[CH3:6].Cl.[OH-].[Na+]>>[Cl:1][C:2]1[CH:3]=[C:4]([CH:11]=[C:12]([Cl:14])[CH:13]=1)[C:5]([NH2:8])([CH3:6])[CH3:7] |f:2.3|. Procedure details: A mixture of 1.16 g (5 mmol) of N-(3,5-dichloro,α,α-dimethylbenzyl)formamide and 8 ml of 2N hydrochloric acid was refluxed for 30 minute. After cooling, the reaction solution was alkalified with a sodium hydroxide aqueous solution and extracted with diethyl ether. The ether solution was washed with water, dried and then concentrated to obtain 1.0 g (yield: 98.0%) of the desired compound.